From a dataset of the Open Reaction Database (ORD), a public repository of structured organic reaction records. describe an organic reaction: reactants, conditions, products, and yield Reaction SMILES: [C:1]([O:5][C:6]([N:8]1[CH2:13][CH2:12][C:11]([CH2:21][C:22]2[CH:27]=[CH:26][C:25]([Cl:28])=[CH:24][CH:23]=2)([NH:14][S:15]([C:17]([CH3:20])([CH3:19])[CH3:18])=[O:16])[CH2:10][CH2:9]1)=[O:7])([CH3:4])([CH3:3])[CH3:2].[H-].[Na+].[CH3:31]I.O>CN(C=O)C>[C:1]([O:5][C:6]([N:8]1[CH2:13][CH2:12][C:11]([CH2:21][C:22]2[CH:27]=[CH:26][C:25]([Cl:28])=[CH:24][CH:23]=2)([N:14]([CH3:31])[S:15]([C:17]([CH3:20])([CH3:18])[CH3:19])=[O:16])[CH2:10][CH2:9]1)=[O:7])([CH3:2])([CH3:3])[CH3:4] |f:1.2|. The reactants are C(C)(C)(C)OC(=O)N1CCC(CC1)(NS(=O)C(C)(C)C)CC1=CC=C(C=C1)Cl (4-(4-chlorobenzyl)-4-(2-methylpropane-2-sulfinylamino)-piperidine-1-carboxylic acid tert-butyl ester), [H-].[Na+] (sodium hydride), [H-].[Na+] (sodium hydride), CI (methyl iodide), CI (methyl iodide), O (water). Yields the product C(C)(C)(C)OC(=O)N1CCC(CC1)(N(S(=O)C(C)(C)C)C)CC1=CC=C(C=C1)Cl (4-(4-Chlorobenzyl)-4-[methyl(2-methylpropane-2-sulfinyl)amino]piperidine-1-carboxylic acid tert-butyl ester). The solvent is CN(C)C=O (DMF). Procedure details: To a solution of 4-(4-chlorobenzyl)-4-(2-methylpropane-2-sulfinylamino)-piperidine-1-carboxylic acid tert-butyl ester (205 mg, 0.478 mmol) in DMF (4.8 mL) at 0° C. was added sodium hydride (25 mg of a 60% dispersion in mineral oil, 0.621 mmol). After 15 min methyl iodide (33 □l, 0.526 mmol) was added, and the solution warmed to rt. After 12 h, sodium hydride (120 mg, 60% dispersion in mineral oil, 3.00 mmol) and methyl iodide (165 □l, 2.65 mmol) were added. After 30 min water (20 mL) was added a... Yield: 77.0%. Run at time 12 hour. Reactants: solution, [OH-].[Na+] (sodium hydroxide), NNC(=S)N (thiosemicarbazide), O (water), COC=1C=C(C=C(C1OC)OC)C=1SC(=C(N1)C)C(C)=O (2-(3,4,5-trimethoxyphenyl)-4-methyl-5-acetylthiazole). The solvent is C(C)O (ethanol). Product: COC=1C=C(C=C(C1OC)OC)C=1SC(=C(N1)C)C(C)=NNC(=S)N (2-(3,4,5-trimethoxyphenyl)-4-methyl-5-acetylthiazole-thiosemicarbazone). Yield: 65.0%. RXN SMILES: [CH3:1][O:2][C:3]1[CH:4]=[C:5]([C:13]2[S:14][C:15]([C:19](=O)[CH3:20])=[C:16]([CH3:18])[N:17]=2)[CH:6]=[C:7]([O:11][CH3:12])[C:8]=1[O:9][CH3:10].[OH-].[Na+].[NH2:24][NH:25][C:26]([NH2:28])=[S:27].O>C(O)C>[CH3:1][O:2][C:3]1[CH:4]=[C:5]([C:13]2[S:14][C:15]([C:19](=[N:24][NH:25][C:26]([NH2:28])=[S:27])[CH3:20])=[C:16]([CH3:18])[N:17]=2)[CH:6]=[C:7]([O:11][CH3:12])[C:8]=1[O:9][CH3:10] |f:1.2|. Reported procedure: 2-(3,4,5-trimethoxyphenyl)-4-methyl-5-acetylthiazole prepared in Example 1 (1.0 g corresponding to its 0.0033 mol) was dissolved in 30 ml of ethanol, and to the solution, 8.6 ml of an aqueous 2% solution of sodium hydroxide (0.0045 mol) and 0.4 g (0.0044 mol) of thiosemicarbazide were added, and the mixture was heated for 3 hours under a reflux condenser. After cooling the reaction mixture, it was introduced into 300 ml of iced water, and the precipitate which separated was collected by filtrati... Reactants: C(C)OCC (diethyl ether), C1(=CC=CC=C1)S(=O)(=O)CC1(CC1)C(C)(C)O (1-Benzenesulfonylmethyl-1-(2-hydroxy-2-propyl)cyclopropane), N1C=NC=C1 (imidazole), Cl[Si](CC)(CC)CC (chlorotriethylsilane). Solvent: CN(C=O)C (N,N-dimethylformamide). Product: C1(=CC=CC=C1)S(=O)(=O)CC1(CC1)C(C)(C)O[Si](CC)(CC)CC (1-Benzenesulfonylmethyl-1-(2-triethylsilyloxy-2-propyl)cyclopropane). Yield: 126.3%. Reaction SMILES: [C:1]1([S:7]([CH2:10][C:11]2([C:14]([OH:17])([CH3:16])[CH3:15])[CH2:13][CH2:12]2)(=[O:9])=[O:8])[CH:6]=[CH:5][CH:4]=[CH:3][CH:2]=1.N1C=CN=C1.Cl[Si:24]([CH2:29][CH3:30])([CH2:27][CH3:28])[CH2:25][CH3:26].C(OCC)C>CN(C)C=O>[C:1]1([S:7]([CH2:10][C:11]2([C:14]([O:17][Si:24]([CH2:29][CH3:30])([CH2:27][CH3:28])[CH2:25][CH3:26])([CH3:15])[CH3:16])[CH2:13][CH2:12]2)(=[O:8])=[O:9])[CH:2]=[CH:3][CH:4]=[CH:5][CH:6]=1. Procedure: To a stirred and ice-cooled solution of 8 (4.05 g, 15.9 mmol) and imidazole (2.16 g, 31.7 mmol) in N,N-dimethylformamide was added chlorotriethylsilane (4 mL, 23.8 mmol), and the mixtrue was stirred at ambient temperature overnight. To the mixture was added ice and diethyl ether and the mixture was stirred at ambient temperature for 20 min. The organic layer was separated and the aqueous layer was extracted with diethyl ether. The combined organic layers were washed with brine, and dried over so...